Dataset: the Open Reaction Database (ORD), a public repository of structured organic reaction records. Task: describe an organic reaction: reactants, conditions, products, and yield Reactants: CCNc1ccc(NC(C)=O)c(C)c1, [Na+], [OH-], O, CCOS(=O)(=O)OCC. Yields the product CCN(CC)c1ccc(NC(C)=O)c(C)c1. As a reaction SMILES: [NH:1]([C:2](=[O:3])[CH3:4])[c:5]1[c:6]([CH3:14])[cH:7][c:8]([NH:9][CH2:10][CH3:11])[cH:12][cH:13]1.[Na+:25].[OH-:24].[OH2:26].[S:15]([O:16][CH2:17][CH3:18])([O:21][CH2:19][CH3:20])(=[O:22])=[O:23]>>[NH:1]([C:2](=[O:3])[CH3:4])[c:5]1[c:6]([CH3:14])[cH:7][c:8]([N:9]([CH2:10][CH3:11])[CH2:19][CH3:20])[cH:12][cH:13]1. Starting materials: [BH3-]C#N, COC(=O)C(=Cc1ccc([N+](=O)[O-])cc1)C(=O)OC, CC(C)(C(=O)[O-])C(=O)[O-], CO, Cl, O=Cc1ccc([N+](=O)[O-])cc1, [Na+], O. Product: COC(=O)C(Cc1ccc([N+](=O)[O-])cc1)C(=O)OC. As a reaction SMILES: [C:40]([BH3-:41])#[N:42].[CH3:1][O:2][C:3]([C:4](=[CH:5][c:6]1[cH:7][cH:8][c:9]([N+:12](=[O:13])[O-:14])[cH:10][cH:11]1)[C:15](=[O:16])[O:17][CH3:18])=[O:19].[CH3:20][C:21]([CH3:22])([C:23]([O-:24])=[O:25])[C:26]([O-:27])=[O:28].[CH3:45][OH:46].[ClH:44].[N+:29]([c:30]1[cH:31][cH:32][c:33]([CH:34]=[O:35])[cH:36][cH:37]1)([O-:38])=[O:39].[Na+:43].[OH2:47]>>[CH3:1][O:2][C:3]([CH:4]([CH2:5][c:6]1[cH:7][cH:8][c:9]([N+:12](=[O:13])[O-:14])[cH:10][cH:11]1)[C:15](=[O:16])[O:17][CH3:18])=[O:19]. Starting materials: NC1=NC(N(C=C1F)S(=O)(=O)C1=CC=C(C=C1)OC)=O (4-amino-5-fluoro-1-(4-methoxyphenylsulfonyl)pyrimidin-2(1H)-one), C([O-])([O-])=O.[K+].[K+] (potassium carbonate), CN(C=O)C (N,N-dimethylformamide), IC (iodomethane). Solvent: CCOC(=O)C (EtOAc). Run at temperature 60 celsius, time 4 hour. Yields the product FC=1C(N(C(N(C1)S(=O)(=O)C1=CC=C(C=C1)OC)=O)C)=N (5-Fluoro-4-imino-1-(4-methoxyphenylsulfonyl)-3-methyl-3,4-dihydropyrimidin-2(1H)-one). Yield: 11.7%. RXN SMILES: [NH2:1][C:2]1[C:7]([F:8])=[CH:6][N:5]([S:9]([C:12]2[CH:17]=[CH:16][C:15]([O:18][CH3:19])=[CH:14][CH:13]=2)(=[O:11])=[O:10])[C:4](=[O:20])[N:3]=1.[C:21](=O)([O-])[O-].[K+].[K+].CN(C)C=O.IC>CCOC(C)=O>[F:8][C:7]1[C:2](=[NH:1])[N:3]([CH3:21])[C:4](=[O:20])[N:5]([S:9]([C:12]2[CH:13]=[CH:14][C:15]([O:18][CH3:19])=[CH:16][CH:17]=2)(=[O:10])=[O:11])[CH:6]=1 |f:1.2.3|. Procedure details: To an 8-mL screw capped vial were added 4-amino-5-fluoro-1-(4-methoxyphenylsulfonyl)pyrimidin-2(1H)-one (0.293 g, 0.979 mmol), anhydrous potassium carbonate (K2CO3; 0.271 g, 1.96 mmol), and N,N-dimethylformamide (DMF; 4 mL), followed by iodomethane (CH3I; 0.208 g, 1.47 mmol). The reaction vessel was sealed, and the reaction mixture was warmed to 60° C. and stirred for 4 h. The reaction mixture was cooled to room temperature, diluted with EtOAc (20 mL), and washed with water (H2O; 3×10 mL). The o...